From a dataset of the Open Reaction Database (ORD), a public repository of structured organic reaction records. describe an organic reaction: reactants, conditions, products, and yield Starting materials: NC1=C(C(=O)C2=NC=CC=C2)C=CC=C1 (2-(2-aminobenzoyl)pyridine), C(CC(=O)OCC)(=O)OCC (diethyl malonate), 1,9-diazabicyclo[5.4.0]-7-undecene. Run at temperature 180 celsius. Yields the product ethyl ester, O=C1NC2=CC=CC=C2C(=C1C(=O)O)C1=NC=CC=C1 (1,2-dihydro-2-oxo-4-(2-pyridyl)-3-quinolinecarboxylic acid). As a reaction SMILES: [NH2:1][C:2]1[CH:15]=[CH:14][CH:13]=[CH:12][C:3]=1[C:4]([C:6]1[CH:11]=[CH:10][CH:9]=[CH:8][N:7]=1)=O.[C:16](OCC)(=[O:23])[CH2:17][C:18]([O:20]CC)=[O:19]>>[O:23]=[C:16]1[C:17]([C:18]([OH:20])=[O:19])=[C:4]([C:6]2[CH:11]=[CH:10][CH:9]=[CH:8][N:7]=2)[C:3]2[C:2](=[CH:15][CH:14]=[CH:13][CH:12]=2)[NH:1]1. Procedure details: A mixture of 2-(2-aminobenzoyl)pyridine (4.36 g), diethyl malonate (3.92 ml) and 1,9-diazabicyclo[5.4.0]-7-undecene(0.5 ml) was heated for 3 hours at 180° C. The reaction mixture was cooled to give ethyl ester of 1,2-dihydro-2-oxo-4-(2-pyridyl)-3-quinolinecarboxylic acid as crystals (6.1 g: unrefined). The crystalline product was dissolved in DMF (100 ml), to which sodium hydride (60% oily) (1.5 g) was added, and the mixture was stirred for one hour at room temperature. The mixture was cooled to... Procedure details: N-Isobutyl-4-methylphthalimide is prepared as described in Example 2, starting with 6.0 g of 4-methylphthalic anhydride, 3.7 cm3 of isobutylamine and a catalytic amount of para-toluenesulphonic acid in 60 cm3 of toluene. The reaction mixture is heated at a temperature in the region of 140° C. for three hours and is then cooled to a temperature in the region of 20° C. The reaction mixture is concentrated to dryness under reduced pressure (2 kPa) at a temperature in the region of 40° C. The residu... Reaction conditions: temperature 140 celsius. The reactants are CC=1C=C2C(C(=O)OC2=O)=CC1 (4-methylphthalic anhydride), C(C(C)C)N (isobutylamine), C1(=CC=C(C=C1)S(=O)(=O)O)C (para-toluenesulphonic acid). The product is C(C(C)C)N1C(C=2C(C1=O)=CC(=CC2)C)=O (N-isobutyl-4-methylphthalimide). Run in C1(=CC=CC=C1)C (toluene). Reaction SMILES: [CH3:1][C:2]1[CH:3]=[C:4]2[C:9](=[O:10])[O:8][C:6](=O)[C:5]2=[CH:11][CH:12]=1.[CH2:13]([NH2:17])[CH:14]([CH3:16])[CH3:15].C1(C)C=CC(S(O)(=O)=O)=CC=1>C1(C)C=CC=CC=1>[CH2:13]([N:17]1[C:9](=[O:10])[C:4]2=[CH:3][C:2]([CH3:1])=[CH:12][CH:11]=[C:5]2[C:6]1=[O:8])[CH:14]([CH3:16])[CH3:15].